From a dataset of the Open Reaction Database (ORD), a public repository of structured organic reaction records. describe an organic reaction: reactants, conditions, products, and yield Solvent: CCOCC.CCCCCC (Et2O hexane), CO (MeOH). Starting materials: COC(CCC1(CC1)C1=C(N(C2=CC=C(C=C12)OC)CC1=CC=C(C=C1)Br)C)=O (Methyl-3-[1-(1-(4-Bromobenzyl)-5-methoxy-2-methyl-1H-indol-3-yl)cyclopropyl]propionate), [OH-].[Na+] (NaOH). RXN SMILES: C[O:2][C:3](=[O:29])[CH2:4][CH2:5][C:6]1([C:9]2[C:17]3[C:12](=[CH:13][CH:14]=[C:15]([O:18][CH3:19])[CH:16]=3)[N:11]([CH2:20][C:21]3[CH:26]=[CH:25][C:24]([Br:27])=[CH:23][CH:22]=3)[C:10]=2[CH3:28])[CH2:8][CH2:7]1.[OH-].[Na+]>CO.CCOCC.CCCCCC>[Br:27][C:24]1[CH:25]=[CH:26][C:21]([CH2:20][N:11]2[C:12]3[C:17](=[CH:16][C:15]([O:18][CH3:19])=[CH:14][CH:13]=3)[C:9]([C:6]3([CH2:5][CH2:4][C:3]([OH:29])=[O:2])[CH2:8][CH2:7]3)=[C:10]2[CH3:28])=[CH:22][CH:23]=1 |f:1.2,4.5|. Yield: 75.4%. Yields the product BrC1=CC=C(CN2C(=C(C3=CC(=CC=C23)OC)C2(CC2)CCC(=O)O)C)C=C1 (3-[1-(1-(4-Bromobenzyl)-5-methoxy-2-methyl-1H-indol-3-yl) cyclopropyl]propionic acid). Procedure details: To a solution of ester from Step 11 (150 mg, 0.33 mmol) in 5 mL MeOH was added 2N NaOH (0.5 mL, 1 mmol). The reaction mixture was heated to reflux for 3 h then cooled and partitioned between 1N HCl and ethyl acetate. The organic layer was washed with brine, dried over Na2SO4 and evaporated. The residue was filtered through a plug of silicic acid and the solid obtained was swished in (1: 1 ) Et2O-hexane. Collection of the solid provided 110 mg of the title compound. Reactants: CC(C(C)C=1C=C(C=C(O)C1)O)CCCCC (5-(3-methyl-2-octyl)resorcinol), Cl (hydrogen chloride), COC(=O)C1SCCCC1=O (methyl-3-oxo-2,3,4,5-tetrahydro-6H-thiopyran-2-carboxylate). Run in C(C)O (ethanol). Reaction conditions: time 2 day. Yields the product OC1=CC(=CC2=C1C1=C(C(O2)=O)SCCC1)C(C)C(CCCCC)C (1,2-Dihydro-10-hydroxy-8-(3-methyl-2-octyl)-5-oxo-3H,5H-thiopyrano[2,3-c][1]benzopyran). Reaction SMILES: [CH3:1][CH:2]([CH2:13][CH2:14][CH2:15][CH2:16][CH3:17])[CH:3]([C:5]1[CH:6]=[C:7]([OH:12])[CH:8]=[C:9]([CH:11]=1)[OH:10])[CH3:4].C[O:19][C:20]([CH:22]1[C:27](=O)[CH2:26][CH2:25][CH2:24][S:23]1)=O.Cl>C(O)C>[OH:10][C:9]1[C:8]2[C:27]3[CH2:26][CH2:25][CH2:24][S:23][C:22]=3[C:20](=[O:19])[O:12][C:7]=2[CH:6]=[C:5]([CH:3]([CH:2]([CH3:1])[CH2:13][CH2:14][CH2:15][CH2:16][CH3:17])[CH3:4])[CH:11]=1. Procedure: A solution of 14.2 g. (0.06 mole) of 5-(3-methyl-2-octyl)resorcinol and 11.1 g. (0.063 mole) of methyl-3-oxo-2,3,4,5-tetrahydro-6H-thiopyran-2-carboxylate in 90 ml. of absolute ethanol was cooled in an ice-salt bath and saturated with anhydrous hydrogen chloride. After standing for 2 days at room temperature, the ethanol was removed on a rotary evaporator. The residue was dissolved in ether, washed with sodium bicarbonate solution and dried over sodium sulfate. Evaporation of the solvent gave 28... Starting materials: C1CCOC1, CCCCCC, O=C(Cl)OC(Cl)(Cl)Cl, [Li]CCCC, O=C1NC(c2ccccc2)CO1. The product is O=C(Cl)N1C(=O)OCC1c1ccccc1. RXN SMILES: [CH2:32]1[O:33][CH2:34][CH2:35][CH2:36]1.[CH3:18][CH2:19][CH2:20][CH2:21][CH2:22][CH3:23].[Cl:24][C:25](=[O:26])[O:27][C:28]([Cl:29])([Cl:30])[Cl:31].[Li:13][CH2:14][CH2:15][CH2:16][CH3:17].[c:1]1([CH:7]2[NH:8][C:9](=[O:12])[O:10][CH2:11]2)[cH:2][cH:3][cH:4][cH:5][cH:6]1>>[c:1]1([CH:7]2[N:8]([C:25]([Cl:24])=[O:26])[C:9](=[O:12])[O:10][CH2:11]2)[cH:2][cH:3][cH:4][cH:5][cH:6]1. Reactants: FC1=CC=CC(=N1)C1=C2C(=NC=C1)N(C=C2)S(=O)(=O)C2=CC=C(C)C=C2 (4-(6-fluoropyridin-2-yl)-1-tosyl-1H-pyrrolo[2,3-b]pyridine), C(CCl)Cl (EDC), C=1C=CC2=C(C1)N=NN2O (HOBt), CN(C)C=O (DMF), amine. The product is ClC=1C(=C2C(=NC1)NC=C2)C=2C=C(NC2)C(=O)N (4-(5-Chloro-1H-Pyrrolo[2,3-b]pyridin-4-yl)-1H-pyrrole-2-carboxylic acid amide). RXN SMILES: FC1N=C(C2C=[CH:12][N:11]=[C:10]3[N:14](S(C4C=CC(C)=CC=4)(=O)=O)[CH:15]=[CH:16][C:9]=23)C=CC=1.[CH2:27]([Cl:30])[CH2:28]Cl.[CH:31]1[CH:32]=C[C:34]2[N:39](O)N=[N:37][C:35]=2[CH:36]=1.CN(C=[O:45])C>>[Cl:30][C:27]1[C:28]([C:31]2[CH:36]=[C:35]([C:34]([NH2:39])=[O:45])[NH:37][CH:32]=2)=[C:9]2[CH:16]=[CH:15][NH:14][C:10]2=[N:11][CH:12]=1. Reported procedure: To a vial with Compound J′ (0.1 mmol) in DMF (1 mL), EDC (2 equivalent, 0.2 mmol) and HOBt (0.5 equivalent, 0.05 mmol) were added and the reaction mixture was stirred at room temperature for half an hour, amine (1.2 equivalent, 0.12 mmol) was added and the reaction mixture was stirred at room temperature for 2-3 hour. Reverse phase HPLC was used to purify the final compound. Starting materials: ClC1=NC(=NC(=N1)N1CCOCC1)N1CCOCC1 (4,4′-(6-chloro-1,3,5-triazine-2,4-diyl)dimorpholine), OC=1C=C(C=CC1)B1OC(C)(C)C(C)(C)O1 (3-hydroxyphenylboronic acid pinacol ester). The solvent is CCCCCC.C(C)(=O)OCC (hexane ethyl acetate). Product: O1CCN(CC1)C1=NC(=NC(=N1)N1CCOCC1)C=1C=C(C=CC1)O (3-(4,6-dimorpholino-1,3,5-triazin-2-yl)phenol). RXN SMILES: Cl[C:2]1[N:7]=[C:6]([N:8]2[CH2:13][CH2:12][O:11][CH2:10][CH2:9]2)[N:5]=[C:4]([N:14]2[CH2:19][CH2:18][O:17][CH2:16][CH2:15]2)[N:3]=1.[OH:20][C:21]1[CH:22]=[C:23](B2OC(C)(C)C(C)(C)O2)[CH:24]=[CH:25][CH:26]=1>CCCCCC.C(OCC)(=O)C>[O:17]1[CH2:18][CH2:19][N:14]([C:4]2[N:5]=[C:6]([N:8]3[CH2:13][CH2:12][O:11][CH2:10][CH2:9]3)[N:7]=[C:2]([C:25]3[CH:26]=[C:21]([OH:20])[CH:22]=[CH:23][CH:24]=3)[N:3]=2)[CH2:15][CH2:16]1 |f:2.3|. Reported procedure: Following the general procedure A, 4,4′-(6-chloro-1,3,5-triazine-2,4-diyl)dimorpholine was coupled with 3-hydroxyphenylboronic acid pinacol ester with reaction time of 15 h. Chromatography (hexane/ethyl acetate 1:1) gave the title compound as a colorless solid. Reactants: O=C([O-])O, CS(=O)(=O)Cl, CCN(C(C)C)C(C)C, OCCCSC1CCCC1, ClCCl, [Na+]. The product is CS(=O)(=O)OCCCSC1CCCC1. RXN SMILES: [C:28](=[O:29])([OH:30])[O-:31].[CH3:20][S:21]([Cl:22])(=[O:23])=[O:24].[CH:11]([N:12]([CH:13]([CH3:14])[CH3:15])[CH2:16][CH3:17])([CH3:18])[CH3:19].[CH:1]1([S:6][CH2:7][CH2:8][CH2:9][OH:10])[CH2:2][CH2:3][CH2:4][CH2:5]1.[Cl:25][CH2:26][Cl:27].[Na+:32]>>[CH:1]1([S:6][CH2:7][CH2:8][CH2:9][O:10][S:21]([CH3:20])(=[O:23])=[O:24])[CH2:2][CH2:3][CH2:4][CH2:5]1. The reactants are C, O=C(O)c1cncc(OC(=O)N2CCC(Oc3ccc(OCc4ccccc4)cc3)CC2)c1, C1CCOC1, [H][H], [Pd]. Yields the product O=C(O)c1cncc(OC(=O)N2CCC(Oc3ccc(O)cc3)CC2)c1. Reaction SMILES: [C:36].[CH2:1]([c:2]1[cH:3][cH:4][cH:5][cH:6][cH:7]1)[O:8][c:9]1[cH:10][cH:11][c:12]([O:13][CH:14]2[CH2:15][CH2:16][N:17]([C:20](=[O:21])[O:22][c:23]3[cH:24][n:25][cH:26][c:27]([C:28](=[O:29])[OH:30])[cH:31]3)[CH2:18][CH2:19]2)[cH:32][cH:33]1.[CH2:38]1[O:39][CH2:40][CH2:41][CH2:42]1.[H:34][H:35].[Pd:37]>>[OH:8][c:9]1[cH:10][cH:11][c:12]([O:13][CH:14]2[CH2:15][CH2:16][N:17]([C:20](=[O:21])[O:22][c:23]3[cH:24][n:25][cH:26][c:27]([C:28](=[O:29])[OH:30])[cH:31]3)[CH2:18][CH2:19]2)[cH:32][cH:33]1. Starting materials: FC1=CC=C(C=C1)CCC=1C(=NC=CC1)C#N (3-[2-(4-Fluorophenyl)ethyl]-2-pyridine-carbonitrile), [OH-].[Na+] (NaOH). The solvent is polyphosphoric acid. The product is FC1=CC2=C(CCC3=C(NCC=C3)C2=O)C=C1 (9-Fluoro-5,6-dihydro-(1H)-benzo[5,6]cyclohepta[1,2-b]-pyridin-11-one). The yield is 64.0%. Reaction SMILES: [F:1][C:2]1[CH:7]=[CH:6][C:5]([CH2:8][CH2:9][C:10]2[C:11]([C:16]#N)=[N:12][CH:13]=[CH:14][CH:15]=2)=[CH:4][CH:3]=1.[OH-:18].[Na+]>>[F:1][C:2]1[CH:7]=[CH:6][C:5]2[CH2:8][CH2:9][C:10]3[CH:15]=[CH:14][CH2:13][NH:12][C:11]=3[C:16](=[O:18])[C:4]=2[CH:3]=1 |f:1.2|. Procedure: The product of Step B hereof (31.5 g, 139 mmol) is cyclized in polyphosphoric acid (1.24 kg) at 200° C. for 51/2 hours. The hot reaction is poured into ice and then basified with 50% NaOH solution. The product is extracted three times with CHCl3 and then washed with brine. The organic phase is dried (Na2SO4), filtered, and solvent is removed to give the desired product (20.4 g) in 64% yield, m.p. 78°-81° C. after recrystallization from diisopropyl ether.